From a dataset of the Open Reaction Database (ORD), a public repository of structured organic reaction records. describe an organic reaction: reactants, conditions, products, and yield Starting materials: C(C)(=O)OCC (Ethyl acetate), FC(C(=O)NC=1C(N(C(=CC1)C1=CC=CC=C1)CC(=O)NC(C(C(F)(F)F)=O)C(C)C)=O)(F)F (2-(3-trifluoroacetylamino-2-oxo-6-phenyl -1,2-dihydro-1-pyridyl]-N-(3,3,3-trifluoro-1-isopropyl-2-oxopropyl)acetamide), C([O-])([O-])=O.[Na+].[Na+] (sodium carbonate), CI (methyl iodide). The solvent is [Cl-].[Na+].O (brine), CN(C=O)C (dimethylformamide). Reaction conditions: time 8 hour. Product: CNC=1C(N(C(=CC1)C1=CC=CC=C1)CC(=O)NC(C(C(F)(F)F)=O)C(C)C)=O (2-(3-Methylamino-2-oxo-6-phenyl-1,2-dihydro-1-pyridyl)-N-(3,3,3-trifluoro-1-isopropyl-2-oxopropyl)acetamide). Isolated yield 48.0%. Reaction SMILES: FC(F)(F)[C:3]([NH:5][C:6]1[C:7](=[O:32])[N:8]([CH2:18][C:19]([NH:21][CH:22]([CH:29]([CH3:31])[CH3:30])[C:23](=[O:28])[C:24]([F:27])([F:26])[F:25])=[O:20])[C:9]([C:12]2[CH:17]=[CH:16][CH:15]=[CH:14][CH:13]=2)=[CH:10][CH:11]=1)=O.C(=O)([O-])[O-].[Na+].[Na+].CI.C(OCC)(=O)C>CN(C)C=O.[Cl-].[Na+].O>[CH3:3][NH:5][C:6]1[C:7](=[O:32])[N:8]([CH2:18][C:19]([NH:21][CH:22]([CH:29]([CH3:30])[CH3:31])[C:23](=[O:28])[C:24]([F:25])([F:26])[F:27])=[O:20])[C:9]([C:12]2[CH:13]=[CH:14][CH:15]=[CH:16][CH:17]=2)=[CH:10][CH:11]=1 |f:1.2.3,7.8.9|. Reported procedure: To a solution of 2-(3-trifluoroacetylamino-2-oxo-6-phenyl -1,2-dihydro-1-pyridyl]-N-(3,3,3-trifluoro-1-isopropyl-2-oxopropyl)acetamide (Example 167 above) (200 mg)in dimethylformamide (2 mL) was added sodium carbonate (128 mg) and methyl iodide (130 μL). The mixture was stirred in a stoppered vessel overnight. Ethyl acetate and brine were added. The organic phase was separated, washed (brine), dried (MgSO4), and evaporated. Chromatography, eluting with dichloromethane:methanol (98:2), gave the t... Reactants: NNC(=O)CN1CCc2ccccc2C1, C[Al](C)C, COC(=O)c1cccc(Nc2cc(C)nc3ccccc23)c1, Cc1ccccc1C. Yields the product Cc1cc(Nc2cccc(C(=O)NNC(=O)CN3CCc4ccccc4C3)c2)c2ccccc2n1. RXN SMILES: [CH2:1]1[N:2]([CH2:11][C:12](=[O:13])[NH:14][NH2:15])[CH2:3][CH2:4][c:5]2[cH:6][cH:7][cH:8][cH:9][c:10]21.[CH3:16][Al:17]([CH3:18])[CH3:19].[CH3:20][c:21]1[n:22][c:23]2[cH:24][cH:25][cH:26][cH:27][c:28]2[c:29]([NH:31][c:32]2[cH:33][c:34]([C:35](=[O:36])[O:37][CH3:38])[cH:39][cH:40][cH:41]2)[cH:30]1.[c:42]1([CH3:43])[c:44]([CH3:45])[cH:46][cH:47][cH:48][cH:49]1>>[CH2:1]1[N:2]([CH2:11][C:12](=[O:13])[NH:14][NH:15][C:35]([c:34]2[cH:33][c:32]([NH:31][c:29]3[c:28]4[c:23]([n:22][c:21]([CH3:20])[cH:30]3)[cH:24][cH:25][cH:26][cH:27]4)[cH:41][cH:40][cH:39]2)=[O:36])[CH2:3][CH2:4][c:5]2[cH:6][cH:7][cH:8][cH:9][c:10]21.